This data is from the Open Reaction Database (ORD), a public repository of structured organic reaction records. The task is: describe an organic reaction: reactants, conditions, products, and yield Reactants: BrB(Br)Br, COc1cc(B2OC(C)(C)C(C)(C)O2)ccc1Oc1ccccc1, ClCCl. Yields the product CC1(C)OB(c2ccc(Oc3ccccc3)c(O)c2)OC1(C)C. RXN SMILES: [B:25]([Br:26])([Br:27])[Br:28].[CH3:1][O:2][c:3]1[cH:4][c:5]([B:16]2[O:17][C:18]([CH3:23])([CH3:24])[C:19]([CH3:21])([CH3:22])[O:20]2)[cH:6][cH:7][c:8]1[O:9][c:10]1[cH:11][cH:12][cH:13][cH:14][cH:15]1.[Cl:29][CH2:30][Cl:31]>>[OH:2][c:3]1[cH:4][c:5]([B:16]2[O:17][C:18]([CH3:23])([CH3:24])[C:19]([CH3:21])([CH3:22])[O:20]2)[cH:6][cH:7][c:8]1[O:9][c:10]1[cH:11][cH:12][cH:13][cH:14][cH:15]1. Reactants: CCOC(=O)C1(c2ccc(-c3ccc(-c4onc(C)c4C=O)cc3)cc2)CC1, [Li]CCCC, CS(C)=O, C[S+](C)(C)=O, [I-]. Product: CCOC(=O)C1(c2ccc(-c3ccc(-c4onc(C)c4C4CO4)cc3)cc2)CC1. Reaction SMILES: [CH2:12]([CH3:13])[O:14][C:15](=[O:16])[C:17]1([c:20]2[cH:21][cH:22][c:23](-[c:26]3[cH:27][cH:28][c:29](-[c:32]4[c:33]([CH:38]=[O:39])[c:34]([CH3:37])[n:35][o:36]4)[cH:30][cH:31]3)[cH:24][cH:25]2)[CH2:18][CH2:19]1.[CH2:1]([Li:2])[CH2:3][CH2:4][CH3:5].[CH3:40][S:41]([CH3:42])=[O:43].[CH3:7][S+:8]([CH3:9])([CH3:10])=[O:11].[I-:6]>>[CH2:1]1[CH:38]([c:33]2[c:32](-[c:29]3[cH:28][cH:27][c:26](-[c:23]4[cH:22][cH:21][c:20]([C:17]5([C:15]([O:14][CH2:12][CH3:13])=[O:16])[CH2:18][CH2:19]5)[cH:25][cH:24]4)[cH:31][cH:30]3)[o:36][n:35][c:34]2[CH3:37])[O:39]1. Reactants: ClC1=C(C(=CC=C1)F)C1=NN(C(N1)=O)C1=CC=C(C(=O)O)C=C1 (4-[3-(2-chloro-6-fluorophenyl)-5-oxo-4,5-dihydro-1H-1,2,4-triazol-1-yl]benzoic acid), FC(C1=CC=C(C=C1)C1(CC1)N)(F)F (1-[4-(trifluoromethyl)phenyl]cyclopropanamine), C(C)(C)N(CC)C(C)C (di-isopropyl ethyl amine), CN(C)C(=[N+](C)C)ON1C2=C(C=CC=C2)N=N1.[B-](F)(F)(F)F (TBTU). Solvent: C1CCOC1 (THF). Product: ClC1=C(C(=CC=C1)F)C1=NN(C(N1)=O)C1=CC=C(C(=O)NC2(CC2)C2=CC=C(C=C2)C(F)(F)F)C=C1 (4-[3-(2-Chloro-6-fluorophenyl)-5-oxo-4,5-dihydro-1H-1,2,4-triazol-1-yl]-N-{1-[4-(trifluoromethyl)phenyl]cyclopropyl}benzamide). Isolated yield 20.0%. Reaction SMILES: [Cl:1][C:2]1[CH:7]=[CH:6][CH:5]=[C:4]([F:8])[C:3]=1[C:9]1[NH:13][C:12](=[O:14])[N:11]([C:15]2[CH:23]=[CH:22][C:18]([C:19]([OH:21])=O)=[CH:17][CH:16]=2)[N:10]=1.C(N(C(C)C)CC)(C)C.CN(C(ON1N=NC2C=CC=CC1=2)=[N+](C)C)C.[B-](F)(F)(F)F.[F:55][C:56]([F:68])([F:67])[C:57]1[CH:62]=[CH:61][C:60]([C:63]2([NH2:66])[CH2:65][CH2:64]2)=[CH:59][CH:58]=1>C1COCC1>[Cl:1][C:2]1[CH:7]=[CH:6][CH:5]=[C:4]([F:8])[C:3]=1[C:9]1[NH:13][C:12](=[O:14])[N:11]([C:15]2[CH:16]=[CH:17][C:18]([C:19]([NH:66][C:63]3([C:60]4[CH:61]=[CH:62][C:57]([C:56]([F:55])([F:67])[F:68])=[CH:58][CH:59]=4)[CH2:65][CH2:64]3)=[O:21])=[CH:22][CH:23]=2)[N:10]=1 |f:2.3|. Procedure details: The title compound was prepared according to the procedure described in Example-17 by using 4-[3-(2-chloro-6-fluorophenyl)-5-oxo-4,5-dihydro-1H-1,2,4-triazol-1-yl]benzoic acid (Intermediate-9, 0.100 g, 0.290 mmol), THF (5 mL), di-isopropyl ethyl amine (2.0 mL), TBTU (0.193 g, 0.590 mmol) and 1-[4-(trifluoromethyl)phenyl]cyclopropanamine (Intermediate-13, 0.073 g, 0.350 mmol) to afford 0.030 g of desired product. 1H NMR (300 MHz, DMSO d6): δ 1.35 (s, 4H), 7.36 (d, J=7.8 Hz, 2H), 7.46-7.70 (m, 5H)... Solvent: C1(=CC=CC=C1)C (toluene). Reaction conditions: temperature 22.5 celsius. Yields the product C(C)OC(CCN1C(=C(C(=C1C1=CC=C(C=C1)F)C1=CC=CC=C1)C(=O)NC1=CC=CC=C1)C(C)C)OCC (1-(3,3-diethoxypropyl)-5-(4-fluorophenyl)-2-(1-methylethyl)-N,4-diphenyl-1 H-pyrrole-3-carboxamide). Procedure details: To a nitrogen purged flask equipped with a mechanical stirrer is added 130 kg (311 mol) of (±)4-fluoro-α-[2-methyl-1-oxopropyl]-γ-oxo-N,β-diphenylbenzenebutaneamide mixture of [R-(R*,R*)], [R-(R*,S*)], [S-(R*,R*)] and [S-(R*,S*)] isomers, 540 L of heptanes and 60 L of toluene, 59 kg (400 mol) of 3-amino-1,1-diethoxypropane, and 22.3 kg (218 mol) of pivalic acid. The mixture is stirred and heated to reflux, removing water with a Dean Stark trap. The mixture is refluxed 32 hours and slowly cooled ... RXN SMILES: [F:1][C:2]1[CH:7]=[CH:6][C:5]([C:8](=O)[CH:9]([C:25]2[CH:30]=[CH:29][CH:28]=[CH:27][CH:26]=2)[CH:10]([C:20](=O)[CH:21]([CH3:23])[CH3:22])[C:11]([NH:13][C:14]2[CH:19]=[CH:18][CH:17]=[CH:16][CH:15]=2)=[O:12])=[CH:4][CH:3]=1.[NH2:32][CH2:33][CH2:34][CH:35]([O:39][CH2:40][CH3:41])[O:36][CH2:37][CH3:38].C(O)(=O)C(C)(C)C>C1(C)C=CC=CC=1>[CH2:37]([O:36][CH:35]([O:39][CH2:40][CH3:41])[CH2:34][CH2:33][N:32]1[C:8]([C:5]2[CH:6]=[CH:7][C:2]([F:1])=[CH:3][CH:4]=2)=[C:9]([C:25]2[CH:30]=[CH:29][CH:28]=[CH:27][CH:26]=2)[C:10]([C:11]([NH:13][C:14]2[CH:19]=[CH:18][CH:17]=[CH:16][CH:15]=2)=[O:12])=[C:20]1[CH:21]([CH3:22])[CH3:23])[CH3:38]. The reactants are FC1=CC=C(C=C1)C(C(C(C(=O)NC1=CC=CC=C1)C(C(C)C)=O)C1=CC=CC=C1)=O ((±)4-fluoro-α-[2-methyl-1-oxopropyl]-γ-oxo-N,β-diphenylbenzenebutaneamide), heptanes, NCCC(OCC)OCC (3-amino-1,1-diethoxypropane), C(C(C)(C)C)(=O)O (pivalic acid). Isolated yield 81.2%. Starting materials: NC=1NC(=C(C(C1C(=O)OCC)C)C(=O)OCC)C (diethyl 2-amino-4,6-dimethyl-1,4-dihydropyridine-3,5-dicarboxylate), C(C)(=O)OC(C)=O (acetic anhydride). Yields the product C(C)(=O)NC=1NC(=C(C(C1C(=O)OCC)C)C(=O)OCC)C (Diethyl 2-acetylamino-4,6-dimethyl-1,4-dihydropyridine-3,5-dicarboxylate). RXN SMILES: [NH2:1][C:2]1[NH:3][C:4]([CH3:19])=[C:5]([C:14]([O:16][CH2:17][CH3:18])=[O:15])[CH:6]([CH3:13])[C:7]=1[C:8]([O:10][CH2:11][CH3:12])=[O:9].[C:20](OC(=O)C)(=[O:22])[CH3:21]>>[C:20]([NH:1][C:2]1[NH:3][C:4]([CH3:19])=[C:5]([C:14]([O:16][CH2:17][CH3:18])=[O:15])[CH:6]([CH3:13])[C:7]=1[C:8]([O:10][CH2:11][CH3:12])=[O:9])(=[O:22])[CH3:21]. Procedure: 8 g (0.03 mol) of diethyl 2-amino-4,6-dimethyl-1,4-dihydropyridine-3,5-dicarboxylate in 100 ml of acetic anhydride were boiled under reflux for 4 hours. The mixture was concentrated to dryness in vacuo, and the residue was recrystallized from ethanol. Yield: 5.4 g (58% of theory) of m.p.: 105° C. Starting materials: CC(=O)[O-], CO, Cc1cc(C#N)c(Cl)nc1C, [Na+], O. As a reaction SMILES: [CH3:13][C:14]([O-:15])=[O:16].[CH3:17][OH:18].[Cl:1][c:2]1[n:3][c:4]([CH3:11])[c:5]([CH3:10])[cH:6][c:7]1[C:8]#[N:9].[Na+:12].[OH2:19]>>[Cl:1][c:2]1[n:3][c:4]([CH3:11])[c:5]([CH3:10])[cH:6][c:7]1[CH:8]=[O:15]. The product is Cc1cc(C=O)c(Cl)nc1C.